This data is from the Open Reaction Database (ORD), a public repository of structured organic reaction records. The task is: describe an organic reaction: reactants, conditions, products, and yield Reactants: [H-].[Al+3].[Li+].[H-].[H-].[H-] (lithium aluminum hydride), [Li] (lithium), C(C1=CC=CC=C1)N1CCCC=2CC(CCC12)O (1-benzyl-6-hydroxy-1,2,3,4,5,6,7,8-octahydroquinoline), C(C1=CC=CC=C1)N1CCCC2CC(CC=C12)O (1-benzyl-6-hydroxy-1,2,3,4,4a,5,6,7-octahydroquinoline). The solvent is C1CCOC1 (THF). Yields the product N1CCCC2CCCC=C12 (octahydroquinoline), alcohol. RXN SMILES: [Li].C([N:9]1[C:18]2[CH2:17][CH2:16][CH:15](O)[CH2:14][C:13]=2[CH2:12][CH2:11][CH2:10]1)C1C=CC=CC=1.C(N1C2C(CC(O)CC=2)CCC1)C1C=CC=CC=1.[H-].[Al+3].[Li+].[H-].[H-].[H-]>C1COCC1>[NH:9]1[C:18]2[CH:13]([CH2:14][CH2:15][CH2:16][CH:17]=2)[CH2:12][CH2:11][CH2:10]1 |f:3.4.5.6.7.8,^1:0|. Procedure: 106 g. of the above mixture were dissolved in 1 l. of THF and the solution cooled in an ice-water bath. 40 g. of lithium aluminumhydride were added thereto in portions. After the addition had been completed, the reaction mixture was heated to refluxing temperature under a nitrogen atmosphere for about 4 hours. The reaction mixture was then cooled and excess lithium aluminumhydride destroyed by the addition of ethyl acetate. 10 percent aqueous sodium hydroxide was added to decompose any organomet... The solvent is O (water). Reaction SMILES: Cl[C:2]1[CH:3]=[C:4]2[C:8](=[CH:9][C:10]=1[N+:11]([O-:13])=[O:12])[C:7](=[O:14])[NH:6][C:5]2=[O:15].[NH2:16]C(N)=O>O>[NH2:16][C:2]1[CH:3]=[C:4]2[C:8](=[CH:9][C:10]=1[N+:11]([O-:13])=[O:12])[C:7](=[O:14])[NH:6][C:5]2=[O:15]. Reported procedure: The following procedure is our modification: A mixture of 5-chloro-6-nitroisoindoline-1,3-dione (28.0 g, 0.123 mol) and urea (73.8 g, 1.23 mol) was stirred at 150° C. for 6 h. Then the temperature was reduced to 90° C., water (400 mL) was added, the mixture was stirred overnight at RT. Precipitate was collected by filtration, water (300 mL) was added and stirred for 4 h at 95° C. The solid was collected by filtration and dried under vacuum. Yellow solid, 19.6 g (94.7 mmol, 77%). LCMS [M−H]− 205.... Product: NC=1C=C2C(NC(C2=CC1[N+](=O)[O-])=O)=O (5-Amino-6-nitro-isoindole-1,3-dione). Conditions: temperature 150 celsius, time 6 hour. Reactants: ClC=1C=C2C(NC(C2=CC1[N+](=O)[O-])=O)=O (5-chloro-6-nitroisoindoline-1,3-dione), NC(=O)N (urea). The reactants are Cc1cc(Nc2nccc(OC3CCC(OCc4ccccc4)CC3)n2)cc(-c2cnc(C(C)(O)C(F)(F)F)s2)c1, CO, Cl. The product is Cc1cc(Nc2nccc(OC3CCC(O)CC3)n2)cc(-c2cnc(C(C)(O)C(F)(F)F)s2)c1. As a reaction SMILES: [CH2:1]([c:2]1[cH:3][cH:4][cH:5][cH:6][cH:7]1)[O:8][CH:9]1[CH2:10][CH2:11][CH:12]([O:15][c:16]2[n:17][c:18]([NH:22][c:23]3[cH:24][c:25](-[c:30]4[cH:31][n:32][c:33]([C:35]([C:36]([F:37])([F:38])[F:39])([CH3:40])[OH:41])[s:34]4)[cH:26][c:27]([CH3:29])[cH:28]3)[n:19][cH:20][cH:21]2)[CH2:13][CH2:14]1.[CH3:43][OH:44].[ClH:42]>>[OH:8][CH:9]1[CH2:10][CH2:11][CH:12]([O:15][c:16]2[n:17][c:18]([NH:22][c:23]3[cH:24][c:25](-[c:30]4[cH:31][n:32][c:33]([C:35]([C:36]([F:37])([F:38])[F:39])([CH3:40])[OH:41])[s:34]4)[cH:26][c:27]([CH3:29])[cH:28]3)[n:19][cH:20][cH:21]2)[CH2:13][CH2:14]1. Starting materials: ClC1=C(C(=NC2=CC=CC=C12)C1=C(C=CC=C1)F)C (4-chloro-2-(2-fluorophenyl)-3-methylquinoline), O1CCN(CC1)C1=C(N)C=C(C=C1)N1CCOCC1 (2,5-dimorpholinoaniline), solution, Cl (HCl), O1CCOCC1 (dioxane). Run in CO (MeOH). Yields the product N1(CCOCC1)C1=C(C=C(C=C1)N1CCOCC1)NC1=C(C(=NC2=CC=CC=C12)C1=C(C=CC=C1)F)C (N-(2,5-Di-4-morpholinylphenyl)-2-(2-fluorophenyl)-3-methyl-4-quinolinamine). Reaction SMILES: Cl[C:2]1[C:11]2[C:6](=[CH:7][CH:8]=[CH:9][CH:10]=2)[N:5]=[C:4]([C:12]2[CH:17]=[CH:16][CH:15]=[CH:14][C:13]=2[F:18])[C:3]=1[CH3:19].[O:20]1[CH2:25][CH2:24][N:23]([C:26]2[CH:32]=[CH:31][C:30]([N:33]3[CH2:38][CH2:37][O:36][CH2:35][CH2:34]3)=[CH:29][C:27]=2[NH2:28])[CH2:22][CH2:21]1.Cl.O1CCOCC1>CO>[N:23]1([C:26]2[CH:32]=[CH:31][C:30]([N:33]3[CH2:34][CH2:35][O:36][CH2:37][CH2:38]3)=[CH:29][C:27]=2[NH:28][C:2]2[C:11]3[C:6](=[CH:7][CH:8]=[CH:9][CH:10]=3)[N:5]=[C:4]([C:12]3[CH:17]=[CH:16][CH:15]=[CH:14][C:13]=3[F:18])[C:3]=2[CH3:19])[CH2:24][CH2:25][O:20][CH2:21][CH2:22]1. Reported procedure: Prepared according to general Procedure K using 4-chloro-2-(2-fluorophenyl)-3-methylquinoline (103 mg, 0.38 mmol), 2,5-dimorpholinoaniline (100 mg, 0.38 mmol) and a 4.0M solution of HCl in dioxane (0.095 mL, 0.38 mmol) in MeOH (1.0 mL) and heating in the microwave for 2 h at 150° C. After purification N-(2,5-di-4-morpholinylphenyl)-2-(2-fluorophenyl)-3-methyl-4-quinolinamine was obtained as a yellow film. 1H NMR (400 MHz, chloroform-d) δ ppm 8.29 (1H, d, J=8.6 Hz), 7.93 (1H, d, J=8.2 Hz), 7.68-7...